Dataset: the Open Reaction Database (ORD), a public repository of structured organic reaction records. Task: describe an organic reaction: reactants, conditions, products, and yield Starting materials: C(C)(=O)O[BH-](OC(C)=O)OC(C)=O.[Na+] (Sodium Triacetoxyborohydride), NC[C@@H](COC1=CC=CC=2NC(NC21)=O)O (4-((2S)-3-Amino-2-hydroxy-propoxy)-1,3-dihydro-benzoimidazol-2-one), C(C1=CC=CC=C1)N(S(=O)(=O)C1=CC=C(C=C1)N1CCC(CC1)=O)C1=CC(=C(C=C1)OC)OC (N-Benzyl-N-(3,4-dimethoxy-phenyl)-4-(4-oxo-piperidin-1-yl)-benzenesulfonamide), C(C)(=O)O (acetic acid). Run in CN(C=O)C (dimethylforamide). Run at time 8 hour. The product is C(C1=CC=CC=C1)N(S(=O)(=O)C1=CC=C(C=C1)N1CCC(CC1)NCC(COC1=CC=CC=2NC(NC21)=O)O)C2=CC(=C(C=C2)OC)OC (N-Benzyl-N-(3,4-dimethoxy-phenyl)-4-{4-[2-hydroxy-3-(2-oxo-2,3-dihydro-1H-benzoimidazol-4-yloxy)-propylamino]-piperidin-1-yl}-benzenesulfonamide). Yield: 30.4%. As a reaction SMILES: C(O[BH-](OC(=O)C)OC(=O)C)(=O)C.[Na+].[NH2:15][CH2:16][C@H:17]([OH:30])[CH2:18][O:19][C:20]1[C:28]2[NH:27][C:26](=[O:29])[NH:25][C:24]=2[CH:23]=[CH:22][CH:21]=1.[CH2:31]([N:38]([C:55]1[CH:60]=[CH:59][C:58]([O:61][CH3:62])=[C:57]([O:63][CH3:64])[CH:56]=1)[S:39]([C:42]1[CH:47]=[CH:46][C:45]([N:48]2[CH2:53][CH2:52][C:51](=O)[CH2:50][CH2:49]2)=[CH:44][CH:43]=1)(=[O:41])=[O:40])[C:32]1[CH:37]=[CH:36][CH:35]=[CH:34][CH:33]=1.C(O)(=O)C>CN(C)C=O>[CH2:31]([N:38]([C:55]1[CH:60]=[CH:59][C:58]([O:61][CH3:62])=[C:57]([O:63][CH3:64])[CH:56]=1)[S:39]([C:42]1[CH:43]=[CH:44][C:45]([N:48]2[CH2:49][CH2:50][CH:51]([NH:15][CH2:16][CH:17]([OH:30])[CH2:18][O:19][C:20]3[C:28]4[NH:27][C:26](=[O:29])[NH:25][C:24]=4[CH:23]=[CH:22][CH:21]=3)[CH2:52][CH2:53]2)=[CH:46][CH:47]=1)(=[O:41])=[O:40])[C:32]1[CH:37]=[CH:36][CH:35]=[CH:34][CH:33]=1 |f:0.1|. Procedure details: Sodium Triacetoxyborohydride (0.015 g, 0.72 mM) was added to a solution of 4-((2S)-3-Amino-2-hydroxy-propoxy)-1,3-dihydro-benzoimidazol-2-one(0.08 g, 0.36 mM), N-Benzyl-N-(3,4-dimethoxy-phenyl)-4-(4-oxo-piperidin-1-yl)-benzenesulfonamide(0.19 g, 0.39 mM), and acetic acid(0.025 ml, 0.43 mM) in anhydrous dimethylforamide(5 ml). The reaction was stirred overnight. The reaction was quenched with 50% H2O/sat. NaHCO3aq. (20 ml). The solids were captured on a filter and washed with ethyl acetate, dieth... The reactants are ClC1=CC=C(C=N1)C=1C(NC(N(C1)CCCN1C[C@]2(C[C@H]2C1)C1=CC=C(C=C1)C(F)(F)F)=O)=O (5-(6-chloro-3-pyridinyl)-1-(3-{(1S,5R)-1-[4-(trifluoromethyl)phenyl]-3-azabicyclo[3.1.0]hex-3-yl}propyl)-2,4(1H,3H)-pyrimidinedione), Cl (HCl). Run in O1CCOCC1 (dioxane), O1CCOCC1 (dioxane). Run at time 5 minute. Product: Cl.Cl.ClC1=CC=C(C=N1)C=1C(NC(N(C1)CCCN1C[C@]2(C[C@H]2C1)C1=CC=C(C=C1)C(F)(F)F)=O)=O (5-(6-chloro-3-pyridinyl)-1-(3-{(1S,5R)-1-[4-(trifluoromethyl)phenyl]-3-azabicyclo[3.1.0]hex-3-yl}propyl)-2,4(1H,3H)-pyrimidinedione dihydrochloride). Isolated yield 94.0%. As a reaction SMILES: [Cl:1][C:2]1[N:7]=[CH:6][C:5]([C:8]2[C:9](=[O:34])[NH:10][C:11](=[O:33])[N:12]([CH2:14][CH2:15][CH2:16][N:17]3[CH2:22][C@H:21]4[C@:19]([C:23]5[CH:28]=[CH:27][C:26]([C:29]([F:32])([F:31])[F:30])=[CH:25][CH:24]=5)([CH2:20]4)[CH2:18]3)[CH:13]=2)=[CH:4][CH:3]=1.[ClH:35]>O1CCOCC1>[ClH:1].[ClH:35].[Cl:1][C:2]1[N:7]=[CH:6][C:5]([C:8]2[C:9](=[O:34])[NH:10][C:11](=[O:33])[N:12]([CH2:14][CH2:15][CH2:16][N:17]3[CH2:22][C@H:21]4[C@:19]([C:23]5[CH:28]=[CH:27][C:26]([C:29]([F:32])([F:31])[F:30])=[CH:25][CH:24]=5)([CH2:20]4)[CH2:18]3)[CH:13]=2)=[CH:4][CH:3]=1 |f:3.4.5|. Reported procedure: 5-(6-chloro-3-pyridinyl)-1-(3-{(1S,5R)-1-[4-(trifluoromethyl)phenyl]-3-azabicyclo[3.1.0]hex-3-yl}propyl)-2,4(1H,3H)-pyrimidinedione (E58, 31 mg, 0.06 mmol) was suspended in 1 ml of dioxane and 4M HCl in dioxane solution (31 μl, 0.12 mmol) was added. The mixture was stirred at room temperature for 5 minutes, and then the solvent was removed in vacuum to give 33 mg of the title compound as an off-white powder (94%, yield). Reactants: C1C(CC2=CC=CC=C12)C(C)=O (1-(indan-2-yl)ethanone), C1(CC1)N (cyclopropylamine), C(#N)[BH3-].[Na+] (sodium cyanoborohydride), C(C)(=O)O (acetic acid). Solvent: CO (methanol). Conditions: temperature 0 celsius, time 2.5 hour. Product: C1C(CC2=CC=CC=C12)C(C)NC1CC1 (N-[1-(indan-2-yl)ethyl]cyclopropanamine). Yield: 27.3%. As a reaction SMILES: [CH2:1]1[C:9]2[C:4](=[CH:5][CH:6]=[CH:7][CH:8]=2)[CH2:3][CH:2]1[C:10](=O)[CH3:11].[CH:13]1([NH2:16])[CH2:15][CH2:14]1.C(O)(=O)C.C([BH3-])#N.[Na+]>CO>[CH2:1]1[C:9]2[C:4](=[CH:5][CH:6]=[CH:7][CH:8]=2)[CH2:3][CH:2]1[CH:10]([NH:16][CH:13]1[CH2:15][CH2:14]1)[CH3:11] |f:3.4|. Procedure details: To a cooled solution of 3.5 g (21.8 mmol) of 1-(indan-2-yl)ethanone in 100 ml of methanol, are added 10 g of 3 Å molecular sieves and 2.3 g (40.2 mmol) of cyclopropylamine followed by a slow addition of 2.87 ml (50.2 mmol) of acetic acid. The reaction mixture is stirred for 2.5 hrs at reflux. The reaction mixture is then cooled to 0° C. and 1.9 g (30 mmol) of sodium cyanoborohydride are slowly added and the reaction mixture is further stirred for 2 hrs at reflux. The cooled reaction mixture is t... The reactants are O=C(NCCCCc1ccc(OCC2CO2)cc1)OCc1ccccc1, CCO, N. Yields the product NCC(O)COc1ccc(CCCCNC(=O)OCc2ccccc2)cc1. As a reaction SMILES: [CH2:1]([c:2]1[cH:3][cH:4][cH:5][cH:6][cH:7]1)[O:8][C:9]([NH:10][CH2:11][CH2:12][CH2:13][CH2:14][c:15]1[cH:16][cH:17][c:18]([O:21][CH2:22][CH:23]2[O:24][CH2:25]2)[cH:19][cH:20]1)=[O:26].[CH3:28][CH2:29][OH:30].[NH3:27]>>[CH2:1]([c:2]1[cH:3][cH:4][cH:5][cH:6][cH:7]1)[O:8][C:9]([NH:10][CH2:11][CH2:12][CH2:13][CH2:14][c:15]1[cH:16][cH:17][c:18]([O:21][CH2:22][CH:23]([OH:24])[CH2:25][NH2:27])[cH:19][cH:20]1)=[O:26].